Dataset: the Open Reaction Database (ORD), a public repository of structured organic reaction records. Task: describe an organic reaction: reactants, conditions, products, and yield The reactants are CCc1ncc(Br)c(C(=O)O)n1, Cc1ccccc1C. Product: CCc1ncc(Br)cn1. RXN SMILES: [Br:1][c:2]1[c:3]([C:10]([OH:11])=[O:12])[n:4][c:5]([CH2:8][CH3:9])[n:6][cH:7]1.[c:13]1([CH3:14])[c:15]([CH3:16])[cH:17][cH:18][cH:19][cH:20]1>>[Br:1][c:2]1[cH:3][n:4][c:5]([CH2:8][CH3:9])[n:6][cH:7]1. Reactants: O=C([O-])[O-], C=CCOc1cc2onc(OCC=C)c2cc1N1CC(=O)NS1(=O)=O, CCO, [K+], [K+], c1ccc(P(c2ccccc2)(c2ccccc2)[Pd](P(c2ccccc2)(c2ccccc2)c2ccccc2)(P(c2ccccc2)(c2ccccc2)c2ccccc2)P(c2ccccc2)(c2ccccc2)c2ccccc2)cc1. RXN SMILES: [C:26](=[O:27])([O-:28])[O-:29].[CH2:1]([CH:2]=[CH2:3])[O:4][c:5]1[n:6][o:7][c:8]2[c:9]1[cH:10][c:11]([N:18]1[CH2:19][C:20](=[O:25])[NH:21][S:22]1(=[O:23])=[O:24])[c:12]([O:14][CH2:15][CH:16]=[CH2:17])[cH:13]2.[CH3:32][CH2:33][OH:34].[K+:30].[K+:31].[cH:35]1[cH:36][cH:37][c:38]([P:39]([Pd:40]([P:41]([c:42]2[cH:43][cH:44][cH:45][cH:46][cH:47]2)([c:48]2[cH:49][cH:50][cH:51][cH:52][cH:53]2)[c:54]2[cH:55][cH:56][cH:57][cH:58][cH:59]2)([P:60]([c:61]2[cH:62][cH:63][cH:64][cH:65][cH:66]2)([c:67]2[cH:68][cH:69][cH:70][cH:71][cH:72]2)[c:73]2[cH:74][cH:75][cH:76][cH:77][cH:78]2)[P:79]([c:80]2[cH:81][cH:82][cH:83][cH:84][cH:85]2)([c:86]2[cH:87][cH:88][cH:89][cH:90][cH:91]2)[c:92]2[cH:93][cH:94][cH:95][cH:96][cH:97]2)([c:98]2[cH:99][cH:100][cH:101][cH:102][cH:103]2)[c:104]2[cH:105][cH:106][cH:107][cH:108][cH:109]2)[cH:110][cH:111]1>>[CH2:1]([CH:2]=[CH2:3])[O:4][c:5]1[n:6][o:7][c:8]2[c:9]1[cH:10][c:11]([N:18]1[CH2:19][C:20](=[O:25])[NH:21][S:22]1(=[O:23])=[O:24])[c:12]([OH:14])[cH:13]2. Yields the product C=CCOc1noc2cc(O)c(N3CC(=O)NS3(=O)=O)cc12. Starting materials: C(=C)(C)C=1C=C(C=C(C1)C(F)(F)F)O (3-isopropenyl-5-trifluoromethyl-phenol), [H][H] (hydrogen). The reagents and catalysts are [Pd] (Pd/C). The solvent is CO (methanol), CCOC(=O)C (EtOAc). The product is C(C)(C)C=1C=C(C=C(C1)C(F)(F)F)O (3-isopropyl-5-trifluoromethyl-phenol). Isolated yield 99.0%. As a reaction SMILES: [C:1]([C:4]1[CH:5]=[C:6]([OH:14])[CH:7]=[C:8]([C:10]([F:13])([F:12])[F:11])[CH:9]=1)([CH3:3])=[CH2:2].[H][H]>CO.CCOC(C)=O.[Pd]>[CH:1]([C:4]1[CH:5]=[C:6]([OH:14])[CH:7]=[C:8]([C:10]([F:12])([F:13])[F:11])[CH:9]=1)([CH3:3])[CH3:2]. Procedure: A mixture of 3-isopropenyl-5-trifluoromethyl-phenol and 10% Pd/C (40 mg) in methanol (10 ml) was hydrogenated under 50 psi hydrogen atmosphere for 1 hour. The mixture was dissolved in EtOAc, filtered through a celite pad. The filtrate was concentrated under reduced pressure, and dried to give 3-isopropyl-5-trifluoromethyl-phenol (120 mg, 99%). Starting materials: ClCCOC1=C(OS(=O)(=O)N=C=O)C=CC=C1 (2-(2-Chloroethoxy)phenoxysulfonyl isocyanate), NC1=NC(=CC(=N1)OC)OC (2-amino-4,6-dimethoxypyrimidine). Run in ClCCl (dichloromethane), ClCCl (dichloromethane), ClCCl (dichloromethane). Reaction conditions: time 24 hour. Yields the product ClCCOC1=C(OS(=O)(=O)NC(=O)NC2=NC(=CC(=N2)OC)OC)C=CC=C1 (1-[2-(2-chloroethoxy)phenoxy-sulfonyl]-3-(4,6-dimethoxypyrimidin-2-yl)urea). The yield is 88.9%. As a reaction SMILES: [Cl:1][CH2:2][CH2:3][O:4][C:5]1[CH:17]=[CH:16][CH:15]=[CH:14][C:6]=1[O:7][S:8]([N:11]=[C:12]=[O:13])(=[O:10])=[O:9].[NH2:18][C:19]1[N:24]=[C:23]([O:25][CH3:26])[CH:22]=[C:21]([O:27][CH3:28])[N:20]=1>ClCCl>[Cl:1][CH2:2][CH2:3][O:4][C:5]1[CH:17]=[CH:16][CH:15]=[CH:14][C:6]=1[O:7][S:8]([NH:11][C:12]([NH:18][C:19]1[N:20]=[C:21]([O:27][CH3:28])[CH:22]=[C:23]([O:25][CH3:26])[N:24]=1)=[O:13])(=[O:10])=[O:9]. Procedure: A solution of 5.6 g (0.02 mol) of the product of Example 1 in 20 ml of dichloromethane is added dropwise at 0° C. to 3.1 g (0.02 mol) of 2-amino-4,6-dimethoxypyrimidine in 30 ml of dichloromethane. The reaction mixture is allowed to reach room temperature, and stirring is continued for 24 hours. The reaction solution is diluted using 100 ml of dichloromethane and washed with 50 ml of 1N hydrochloric acid and 50 ml of water. The organic phase is dried using sodium sulfate, and the solvent is remo... Starting materials: [Ag+], S=[Ag], [Ag], CCCCCCCCCCCCCCCCS(=O)[O-], [Cl-], [K+], O=[N+]([O-])[O-], [Na+], O, O, O=[N+]([O-])O. The product is [Ag+], CCCCCCCCCCCCCCCCS(=O)[O-]. RXN SMILES: [Ag+:35].[Ag:21]=[S:22].[Ag:23].[CH2:1]([CH2:2][CH2:3][CH2:4][CH2:5][CH2:6][CH2:7][CH2:8][CH2:9][CH2:10][CH2:11][CH2:12][CH2:13][CH2:14][CH2:15][CH3:16])[S:17](=[O:18])[O-:19].[Cl-:24].[K+:25].[N+:31]([O-:32])([O-:33])=[O:34].[Na+:20].[OH2:30].[OH2:36].[OH:26][N+:27](=[O:28])[O-:29]>>[Ag+:21].[CH2:1]([CH2:2][CH2:3][CH2:4][CH2:5][CH2:6][CH2:7][CH2:8][CH2:9][CH2:10][CH2:11][CH2:12][CH2:13][CH2:14][CH2:15][CH3:16])[S:17](=[O:18])[O-:19]. The reactants are O[C@H]1CN(CC1)C1=NC=C(C(=O)O)C=C1C=1C=NC=NC1 ((R)-6-(3-Hydroxypyrrolidin-1-yl)-5-(pyrimidin-5-yl)nicotinic acid), C=1C=CC2=C(C1)N=NN2O (HOBT), C(CCl)Cl (EDC), ClC(OC1=CC=C(N)C=C1)(F)F (4-(Chlorodifluoromethoxy)aniline). The solvent is CN1CCOCC1 (NMM), CN(C)C=O (DMF), CCOC(=O)C (EtOAc). Reaction conditions: time 5 hour. Yields the product ClC(OC1=CC=C(C=C1)NC(C1=CN=C(C(=C1)C=1C=NC=NC1)N1C[C@@H](CC1)O)=O)(F)F ((R)—N-(4-(Chlorodifluoromethoxy)phenyl)-6-(3-hydroxypyrrolidin-1-yl)-5-(pyrimidin-5-yl)nicotinamide). RXN SMILES: [OH:1][C@@H:2]1[CH2:6][CH2:5][N:4]([C:7]2[C:15]([C:16]3[CH:17]=[N:18][CH:19]=[N:20][CH:21]=3)=[CH:14][C:10]([C:11]([OH:13])=O)=[CH:9][N:8]=2)[CH2:3]1.C1C=CC2N(O)N=NC=2C=1.C(Cl)CCl.[Cl:36][C:37]([F:47])([F:46])[O:38][C:39]1[CH:45]=[CH:44][C:42]([NH2:43])=[CH:41][CH:40]=1>CN1CCOCC1.CN(C=O)C.CCOC(C)=O>[Cl:36][C:37]([F:46])([F:47])[O:38][C:39]1[CH:40]=[CH:41][C:42]([NH:43][C:11](=[O:13])[C:10]2[CH:14]=[C:15]([C:16]3[CH:17]=[N:18][CH:19]=[N:20][CH:21]=3)[C:7]([N:4]3[CH2:5][CH2:6][C@@H:2]([OH:1])[CH2:3]3)=[N:8][CH:9]=2)=[CH:44][CH:45]=1. Procedure details: (R)-6-(3-Hydroxypyrrolidin-1-yl)-5-(pyrimidin-5-yl)nicotinic acid (Stage 170.1, 57.3 mg, 0.2 mmol), HOBT (43.5, 0.284 mmol) and EDC (42.2 mg, 0.22 mmol) were dissolved in 0.3 M NMM in DMF (0.8 mL) at RT. 4-(Chlorodifluoromethoxy)aniline (36.8 mg, 0.19 mmol) was added and the RM was stirred for 5 h. The RM was then diluted with EtOAc and washed with 10% NaHCO3. The organic layer was dried over Na2SO4, filtered and evaporated to dryness under reduced pressure. The residue was purified by flash chr... Starting materials: C(C)(C)(C)OC(=O)N1CC2=C(N=C(N=C2OS(=O)(=O)C(F)(F)F)C(C)(C)C)CC1 (2-tert-Butyl-4-trifluoromethanesulfonyloxy-7,8-dihydro-5H-pyrido[4,3-d]pyrimidine-6-carboxylic acid tert-butyl ester), FC1=CC=C(C=C1)B(O)O (4-fluorophenylboronic acid), [O-]P(=O)([O-])[O-].[K+].[K+].[K+] (K3PO4), Pd(Cl)2dppf, C(Cl)Cl (CH2Cl2). Reagents/catalysts: C1=CC=C(C=C1)P([C-]2C=CC=C2)C3=CC=CC=C3.C1=CC=C(C=C1)P([C-]2C=CC=C2)C3=CC=CC=C3.[Fe+2] (dppf). The product is C(C)(C)(C)OC(=O)N1CC2=C(N=C(N=C2C2=CC=C(C=C2)F)C(C)(C)C)CC1 (2-tert-Butyl-4-(4-fluoro-phenyl)-7,8-dihydro-5H-pyrido[4,3-d]pyrimidine-6-carboxylic acid tert-butyl ester). Isolated yield 89.1%. As a reaction SMILES: [C:1]([O:5][C:6]([N:8]1[CH2:29][CH2:28][C:11]2[N:12]=[C:13]([C:24]([CH3:27])([CH3:26])[CH3:25])[N:14]=[C:15](OS(C(F)(F)F)(=O)=O)[C:10]=2[CH2:9]1)=[O:7])([CH3:4])([CH3:3])[CH3:2].[F:30][C:31]1[CH:36]=[CH:35][C:34](B(O)O)=[CH:33][CH:32]=1.[O-]P([O-])([O-])=O.[K+].[K+].[K+].C(Cl)Cl>C1C=CC(P(C2C=CC=CC=2)[C-]2C=CC=C2)=CC=1.C1C=CC(P(C2C=CC=CC=2)[C-]2C=CC=C2)=CC=1.[Fe+2]>[C:1]([O:5][C:6]([N:8]1[CH2:29][CH2:28][C:11]2[N:12]=[C:13]([C:24]([CH3:25])([CH3:27])[CH3:26])[N:14]=[C:15]([C:34]3[CH:35]=[CH:36][C:31]([F:30])=[CH:32][CH:33]=3)[C:10]=2[CH2:9]1)=[O:7])([CH3:4])([CH3:2])[CH3:3] |f:2.3.4.5,7.8.9|. Procedure: To the product from Step B (0.17 g, 0.39 mmol) was added 4-fluorophenylboronic acid (0.082 g, 0.586 mmol), K3PO4 (0.124 g, 0.584 mmol), Pd(Cl)2dppf.CH2Cl2 (0.018 g, 0.022 mmol) and dppf (0.008 g, 0.014 mmol). The mixture was evacuated with N2, dioxane (4 mL) was added and the mixture was heated at reflux for 2 h. After cooling to room temperature (rt), the mixture was diluted with Et2O, filtered through a small SiO2 plug, and the filtrate was concentrated. The resulting residue was purified via ... Starting materials: C(C)(C)(C)OC(NC1=C(C=C(C(=C1)NCC(C)C)Cl)NC(CC(=O)C1=CC(=CC=C1)C1=CC(=NC=C1)C)=O)=O ((4-chloro-5-isobutylamino-2-{3-[3-(2-methyl-pyridin-4-yl)-phenyl]-3-oxo-propionylamino}-phenyl)-carbamic acid tert-butyl ester), C(=O)(C(F)(F)F)O (TFA). Run in C(Cl)Cl (CH2Cl2). The product is ClC=1C(=CC2=C(NC(CC(=N2)C2=CC(=CC=C2)C2=CC(=NC=C2)C)=O)C1)NCC(C)C (8-Chloro-7-isobutylamino-4-[3-(2-methyl-pyridin-4-yl)-phenyl]-1,3-dihydro-benzo[b][1,4]diazepin-2-one), solid. Yield: 85.0%. RXN SMILES: C(OC(=O)[NH:7][C:8]1[CH:13]=[C:12]([NH:14][CH2:15][CH:16]([CH3:18])[CH3:17])[C:11]([Cl:19])=[CH:10][C:9]=1[NH:20][C:21](=[O:38])[CH2:22][C:23]([C:25]1[CH:30]=[CH:29][CH:28]=[C:27]([C:31]2[CH:36]=[CH:35][N:34]=[C:33]([CH3:37])[CH:32]=2)[CH:26]=1)=O)(C)(C)C.C(O)(C(F)(F)F)=O>C(Cl)Cl>[Cl:19][C:11]1[C:12]([NH:14][CH2:15][CH:16]([CH3:18])[CH3:17])=[CH:13][C:8]2[N:7]=[C:23]([C:25]3[CH:30]=[CH:29][CH:28]=[C:27]([C:31]4[CH:36]=[CH:35][N:34]=[C:33]([CH3:37])[CH:32]=4)[CH:26]=3)[CH2:22][C:21](=[O:38])[NH:20][C:9]=2[CH:10]=1. Procedure: The title compound was prepared from (4-chloro-5-isobutylamino-2-{3-[3-(2-methyl-pyridin-4-yl)-phenyl]-3-oxo-propionylamino}-phenyl)-carbamic acid tert-butyl ester (Example M72) (0.47 g, 0.85 mmol) by treatment with TFA in CH2Cl2 according to the general procedure N. Obtained as a light yellow solid (313 mg, 85%).